describe an organic reaction: reactants, conditions, products, and yield From a dataset of the Open Reaction Database (ORD), a public repository of structured organic reaction records. Starting materials: COC1=CC=C(C=C1)NC(=S)NCC(OC)OC (N-(p-methoxyphenyl)-N'-(β,β-dimethoxyethyl)thiourea), OS(=O)(=O)O (H2SO4), COC1=CC=C(C=C1)NC(=S)NCC(OC)OC (N-(p-methoxyphenyl)-N'-(β,β-dimethoxyethyl)thiourea). Solvent: O (H2O). The product is COC1=CC=C(C=C1)N1C(=NC=C1)S (1-(4-Methoxyphenyl)-2-mercaptoimidazole). As a reaction SMILES: [CH3:1][O:2][C:3]1[CH:8]=[CH:7][C:6]([NH:9][C:10]([NH:12][CH2:13][CH:14](OC)OC)=[S:11])=[CH:5][CH:4]=1.OS(O)(=O)=O>O>[CH3:1][O:2][C:3]1[CH:8]=[CH:7][C:6]([N:9]2[CH:14]=[CH:13][N:12]=[C:10]2[SH:11])=[CH:5][CH:4]=1. Procedure details: A solution of 10 g (.06 mole) of p-methoxyphenyl isothiocyanate in 100 ml of CHCl3 was treated with 6.3 g (.06 mole) of aminoacetaldehyde dimethyl acetal. The solvent was evaporated and the residue was recrystallized from ethanol to yield N-(p-methoxyphenyl)-N'-(β,β-dimethoxyethyl)thiourea, 9.2 g (57%). A suspension of this thiourea in a solution of 5 ml of concentrated H2SO4 and 20 ml of H2O was refluxed for 3 hours. The mixture was cooled and a solid was filtered, washed with H2O and dried. Re... The reactants are C(C1=CC=CC=C1)N1CCC(CC1)CN(C1=NC=CC=C1N)CC (1-Benzyl-4-[N-ethyl-N-(3-amino-2-pyridinyl)amino]methyl piperidine), C(C)(=O)OCC.CCCCCC (ethyl acetate hexane). Product: C(C1=CC=CC=C1)N1CCC(CC1)CN(C1=NC=CC=C1NC(C)C)CC (1-Benzyl-4-[N-ethyl-N-(3-isopropylamino-2-pyridinyl)amino]methylpiperidine). As a reaction SMILES: [CH2:1]([N:8]1[CH2:13][CH2:12][CH:11]([CH2:14][N:15]([CH2:23][CH3:24])[C:16]2[C:21]([NH2:22])=[CH:20][CH:19]=[CH:18][N:17]=2)[CH2:10][CH2:9]1)[C:2]1[CH:7]=[CH:6][CH:5]=[CH:4][CH:3]=1.C(OCC)(=O)C.[CH3:31][CH2:32][CH2:33]CCC>>[CH2:1]([N:8]1[CH2:13][CH2:12][CH:11]([CH2:14][N:15]([CH2:23][CH3:24])[C:16]2[C:21]([NH:22][CH:32]([CH3:33])[CH3:31])=[CH:20][CH:19]=[CH:18][N:17]=2)[CH2:10][CH2:9]1)[C:2]1[CH:7]=[CH:6][CH:5]=[CH:4][CH:3]=1 |f:1.2|. Procedure details: Following the general procedure of EXAMPLE 201 and making non-critical variations, but using 1-benzyll-4-[N-ethyl-N-(3-amino-2-pyridinyl)amino]methylpiperidine (EXAMPLE 177, 8.78 g, 27.06 mmol), and chromatographing the crude product (silica gel; ethyl acetate/hexane (50/50)) gives the title compound, NMR (300 MHz, CD3OD) 7.52, 7.21, 6.93, 3.56, 3.42, 2.90, 2.81, 1.86, 1.64, 1.33, 1.22, 1.+w and 0.95δ. Starting materials: FC(C(=O)O)(F)F (trifluoroacetic acid), CC1(O[C@@H]2[C@H](O1)[C@H](O[C@H]2N2C1=NC=NC(=C1N=C2)N)CN(C2CC(C2)CCC2=NC1=C(N2)C=CC(=C1)C1COC1)C)C (9-((3aR,4R,6R,6aR)-2,2-dimethyl-6-((methyl(3-(2-(5-(oxetan-3-yl)-1H-benzo[d]imidazol-2-yl)ethyl)cyclobutyl)amino)methyl)tetrahydrofuro[3,4-d][1,3]dioxol-4-yl)-9H-purin-6-amine), C([O-])([O-])=O.[K+].[K+] (potassium carbonate), C([O-])([O-])=O.[K+].[K+] (potassium carbonate). The solvent is O (water), O (water). Conditions: temperature 0 celsius, time 5.75 hour. The product is NC1=C2N=CN(C2=NC=N1)[C@@H]1O[C@@H]([C@H]([C@H]1O)O)CN(C1CC(C1)CCC1=NC2=C(N1)C=CC(=C2)C2COC2)C ((2R,3R,4S,5R)-2-(6-amino-9H-purin-9-yl)-5-((methyl(3-(2-(5-(oxetan-3-yl)-1H-benzo[d]imidazol-2-yl)ethyl)cyclobutyl)amino)methyl)tetrahydrofuran-3,4-diol). Yield: 54.8%. Reaction SMILES: CC1(C)[O:6][C@@H:5]2[C@@H:7]([CH2:20][N:21]([CH3:41])[CH:22]3[CH2:25][CH:24]([CH2:26][CH2:27][C:28]4[NH:32][C:31]5[CH:33]=[CH:34][C:35]([CH:37]6[CH2:40][O:39][CH2:38]6)=[CH:36][C:30]=5[N:29]=4)[CH2:23]3)[O:8][C@@H:9]([N:10]3[CH:18]=[N:17][C:16]4[C:11]3=[N:12][CH:13]=[N:14][C:15]=4[NH2:19])[C@@H:4]2[O:3]1.FC(F)(F)C(O)=O.C(=O)([O-])[O-].[K+].[K+]>O>[NH2:19][C:15]1[N:14]=[CH:13][N:12]=[C:11]2[C:16]=1[N:17]=[CH:18][N:10]2[C@H:9]1[C@H:4]([OH:3])[C@H:5]([OH:6])[C@@H:7]([CH2:20][N:21]([CH3:41])[CH:22]2[CH2:25][CH:24]([CH2:26][CH2:27][C:28]3[NH:32][C:31]4[CH:33]=[CH:34][C:35]([CH:37]5[CH2:38][O:39][CH2:40]5)=[CH:36][C:30]=4[N:29]=3)[CH2:23]2)[O:8]1 |f:2.3.4|. Procedure details: To a cooled (ice bath) flask containing 9-((3aR,4R,6R,6aR)-2,2-dimethyl-6-((methyl(3-(2-(5-(oxetan-3-yl)-1H-benzo[d]imidazol-2-yl)ethyl)cyclobutyl)amino)methyl)tetrahydrofuro[3,4-d][1,3]dioxol-4-yl)-9H-purin-6-amine (0.28 g, 0.42 mmol) was added a precooled (ice bath) solution of trifluoroacetic acid (6.4 mL, 84 mmol) in water (0.75 mL, 42 mmol). The reaction mixture was stirred for 5.75 h at 0° C.; HPLC/LC MS indicated nearly complete consumption of starting material. At 6 h the flask was remov... RXN SMILES: [CH2:1]([N:3]1[C:7]2[N:8]=[CH:9][C:10]3[C:11](=O)[NH:12][C:13]4[N:14]([N:16]=[CH:17][C:18]=4[C:19]([O:21][CH2:22][CH3:23])=[O:20])[C:15]=3[C:6]=2[CH:5]=[N:4]1)[CH3:2].P(Cl)(Cl)([Cl:27])=O>>[Cl:27][C:11]1[C:10]2[CH:9]=[N:8][C:7]3[N:3]([CH2:1][CH3:2])[N:4]=[CH:5][C:6]=3[C:15]=2[N:14]2[N:16]=[CH:17][C:18]([C:19]([O:21][CH2:22][CH3:23])=[O:20])=[C:13]2[N:12]=1. Reactants: C(C)N1N=CC2=C1N=CC=1C(NC=3N(C12)N=CC3C(=O)OCC)=O (8-ethyl-5,8-dihydro-5-oxo-4H-pyrazolo[1,5-a]pyrazolo[4',3':5,6]pyrido[3,4-e]pyrimidine-3-carboxylic acid, ethyl ester), P(=O)(Cl)(Cl)Cl (phosphorus oxychloride), P(=O)(Cl)(Cl)Cl (phosphorus oxychloride). Reported procedure: 256 g of 8-ethyl-5,8-dihydro-5-oxo-4H-pyrazolo[1,5-a]pyrazolo[4',3':5,6]pyrido[3,4-e]pyrimidine-3-carboxylic acid, ethyl ester are refluxed in 1 liter of phosphorus oxychloride for 24 hours. The excess phosphorus oxychloride is decomposed by pouring the solution on ice and the crystallized 5-chloro-8-ethyl-8H-pyrazolo[1,5-a]pyrazolo[4',3':5,6]pyrido[3,4-e]-pyrimidine-3-carboxylic acid, ethyl ester is filtered off, yield 245 g (91%); m.p. 170°-172° (butyl alcohol). Yields the product ClC1=NC=2N(C3=C1C=NC1=C3C=NN1CC)N=CC2C(=O)OCC (5-Chloro-8-ethyl-8H-pyrazolo[1,5-a]pyrazolo[4',3':5,6]pyrido[3,4-e]pyrimidine-3-carboxylic acid, ethyl ester). Starting materials: C(C)OC(=O)N=C=S (Ethoxycarbonylisothiocyanate), NC1=NC=C(C=C1)Cl (2-amino-5-chloropyridine). The solvent is O1CCOCC1 (dioxane). Conditions: time 14 hour. The product is ClC=1C=CC(=NC1)NC(=S)NC(OCC)=O (Ethyl [(5-chloropyridin-2-yl)carbamothioyl]carbamate). The yield is 72.6%. Reaction SMILES: [CH2:1]([O:3][C:4]([N:6]=[C:7]=[S:8])=[O:5])[CH3:2].[NH2:9][C:10]1[CH:15]=[CH:14][C:13]([Cl:16])=[CH:12][N:11]=1>O1CCOCC1>[Cl:16][C:13]1[CH:14]=[CH:15][C:10]([NH:9][C:7]([NH:6][C:4](=[O:5])[O:3][CH2:1][CH3:2])=[S:8])=[N:11][CH:12]=1. Procedure details: Ethoxycarbonylisothiocyanate (3.37 g) was added to a stirred solution of 2-amino-5-chloropyridine (3.0 g) in dioxane (100 mL). The mixture was stirred at r.t. for 14 h. The solvent was removed in vacuum. The solid was dissolved in dichloromethane and methanol (100:1), filtered and the solvent was removed in vacuum to give a solid that was recrystallized from ethyl acetate to give 4.4 g of the title compound. Starting materials: FC1=CC(=C(C=C1)C)[N+](=O)[O-] (4-fluoro-2-nitrotoluene), [N+](=O)(O)[O-] (nitric acid). The solvent is S(O)(O)(=O)=O (sulfuric acid), S(O)(O)(=O)=O (sulfuric acid). Run at time 2 hour. Yields the product [N+](=O)([O-])C1=C(C(=CC(=C1)F)[N+](=O)[O-])C (2,6-dinitro-4-fluorotoluene). As a reaction SMILES: [F:1][C:2]1[CH:7]=[CH:6][C:5]([CH3:8])=[C:4]([N+:9]([O-:11])=[O:10])[CH:3]=1.[N+:12]([O-])([OH:14])=[O:13]>S(=O)(=O)(O)O>[N+:12]([C:6]1[CH:7]=[C:2]([F:1])[CH:3]=[C:4]([N+:9]([O-:11])=[O:10])[C:5]=1[CH3:8])([O-:14])=[O:13]. Reported procedure: Fuming sulfuric acid (180 mL) is added dropwise to 4-fluoro-2-nitrotoluene (50.21 g) under an argon atmosphere. The internal temperature of the mixture is maintained at 0°-5° C. using an ice/sodium chloride bath. A preformed (ice bath) mixture of fuming nitric acid (30 mL) and fuming sulfuric acid (90 mL) is added dropwise to the previous solution over three hours. The reaction is then allowed to warm to room temperature. After stirring at room temperature for two hours, the mixture is poured sl... Starting materials: COC1=C(C(=O)N[C@@H]2[C@H](CCC2)NC2=NC=C(C=C2)C(F)(F)F)C(=CC=C1)OC (2,6-Dimethoxy-N-[(1S,2S)-2-{[5-(trifluoromethyl)pyridin-2-yl]amino}cyclopentyl]benzamide), ClC1=NC=C(C=N1)C(F)(F)F (2-chloro-5-(trifluoromethyl)pyrimidine), Cl.N[C@@H]1[C@H](CCC1)NC(C1=C(C=CC=C1)N1N=CC=N1)=O (N-[(1S,2S)-2-aminocyclopentyl]-2-(2H-1,2,3-triazol-2-yl)benzamide hydrochloride), Cl.N[C@@H]1[C@H](CCC1)NC(C1=C(C=CC=C1)N1N=CC=N1)=O (N-[(1S,2S)-2-aminocyclopentyl]-2-(2H-1,2,3-triazol-2-yl)benzamide hydrochloride). Yields the product N=1N(N=CC1)C1=C(C(=O)N[C@@H]2[C@H](CCC2)NC2=NC=C(C=N2)C(F)(F)F)C=CC=C1 (2-(2H-1,2,3-Triazol-2-yl)-N-[(1S,2S)-2-{[5-(trifluoromethyl)pyrimidin-2-yl]amino}cyclopentyl]benzamide). RXN SMILES: COC1C=CC=C(OC)C=1C(N[C@H]1CCC[C@@H]1[NH:13][C:14]1C=[CH:18][C:17]([C:20]([F:23])([F:22])[F:21])=[CH:16][N:15]=1)=O.Cl.[NH2:31][C@H:32]1[CH2:36][CH2:35][CH2:34][C@@H:33]1[NH:37][C:38](=[O:50])[C:39]1[CH:44]=[CH:43][CH:42]=[CH:41][C:40]=1[N:45]1[N:49]=[CH:48][CH:47]=[N:46]1.ClC1N=CC(C(F)(F)F)=CN=1>>[N:49]1[N:45]([C:40]2[CH:41]=[CH:42][CH:43]=[CH:44][C:39]=2[C:38]([NH:37][C@H:33]2[CH2:34][CH2:35][CH2:36][C@@H:32]2[NH:31][C:14]2[N:13]=[CH:18][C:17]([C:20]([F:23])([F:22])[F:21])=[CH:16][N:15]=2)=[O:50])[N:46]=[CH:47][CH:48]=1 |f:1.2|. Procedure details: Prepared according to the procedure for 2,6-dimethoxy-N-[(1S,2S)-2-{[5-(trifluoromethyl)pyridin-2-yl]amino}cyclopentyl]benzamide (Example 1) from N-[(1S,2S)-2-amino cyclopentyl]-2-(2H-1,2,3-triazol-2-yl)benzamide hydrochloride (Intermediate 4; 100 mg, 0.325 mmol) and 2-chloro-5-(trifluoromethyl)pyrimidine (CAS number 69034-12-4; 59.3 mg, 0.325 mmol). The crude reaction was filtered through cotton wool before being purified by reverse phase preparative HPLC (eluted with acetonitrile/water contain...